From a dataset of the Open Reaction Database (ORD), a public repository of structured organic reaction records. describe an organic reaction: reactants, conditions, products, and yield Reactants: ClCCl, [Cl-], Nc1ccc(C(=O)N2CCC(F)(F)C(=O)c3ccccc32)cc1, O=C(O)c1ccccc1-c1ccccc1, c1ccncc1. The product is O=C(Nc1ccc(C(=O)N2CCC(F)(F)C(=O)c3ccccc32)cc1)c1ccccc1-c1ccccc1. As a reaction SMILES: [CH2:46]([Cl:47])[Cl:48].[Cl-:30].[NH2:1][c:2]1[cH:3][cH:4][c:5]([C:6](=[O:7])[N:8]2[CH2:9][CH2:10][C:11]([F:20])([F:21])[C:12](=[O:19])[c:13]3[c:14]2[cH:15][cH:16][cH:17][cH:18]3)[cH:22][cH:23]1.[c:31]1(-[c:37]2[c:38]([C:39](=[O:40])[OH:41])[cH:42][cH:43][cH:44][cH:45]2)[cH:32][cH:33][cH:34][cH:35][cH:36]1.[cH:24]1[cH:25][cH:26][n:27][cH:28][cH:29]1>>[NH:1]([c:2]1[cH:3][cH:4][c:5]([C:6](=[O:7])[N:8]2[CH2:9][CH2:10][C:11]([F:20])([F:21])[C:12](=[O:19])[c:13]3[c:14]2[cH:15][cH:16][cH:17][cH:18]3)[cH:22][cH:23]1)[C:39]([c:38]1[c:37](-[c:31]2[cH:32][cH:33][cH:34][cH:35][cH:36]2)[cH:45][cH:44][cH:43][cH:42]1)=[O:40].